The task is: describe an organic reaction: reactants, conditions, products, and yield. This data is from the Open Reaction Database (ORD), a public repository of structured organic reaction records. Reactants: NC1=C(C(=O)O)C=C(C=C1)[N+](=O)[O-] (2-amino-5-nitrobenzoic acid), COC1OC(CC1)OC (2,5-dimethoxytetrahydrofuran). Run in C(C)(=O)O (acetic acid). The product is [N+](=O)([O-])C=1C=CC(=C(C(=O)O)C1)N1C=CC=C1 (5-nitro-2-(pyrrol-1-yl)benzoic acid). The yield is 73.0%. Reaction SMILES: [NH2:1][C:2]1[CH:10]=[CH:9][C:8]([N+:11]([O-:13])=[O:12])=[CH:7][C:3]=1[C:4]([OH:6])=[O:5].CO[CH:16]1[CH2:20][CH2:19][CH:18](OC)O1>C(O)(=O)C>[N+:11]([C:8]1[CH:9]=[CH:10][C:2]([N:1]2[CH:16]=[CH:20][CH:19]=[CH:18]2)=[C:3]([CH:7]=1)[C:4]([OH:6])=[O:5])([O-:13])=[O:12]. Reported procedure: A mixture of 2-amino-5-nitrobenzoic acid (475 mg), 2,5-dimethoxytetrahydrofuran (345 mg) and acetic acid (10 ml) was heated under reflux for 3 hours and then concentrated at reduced pressure. Brine was added to the resulting residue and the mixture was extracted with ethyl acetate. The organic layer was dried with anhydrous sodium sulfate and then concentrated at reduced pressure. The resulting residue was purified by silica gel column chromatography (eluent; ethyl acetate:n-hexane=1:1) to give ... The reactants are CC(C)OC(=O)OCCN(C)C, CN(C)CCO, CC(C)O. Product: CN(C)CCOC(=O)OCCN(C)C. As a reaction SMILES: [C:7]([O:8][CH:10]([CH3:11])[CH3:18])(=[O:9])[O:12][CH2:13][CH2:14][N:15]([CH3:16])[CH3:17].[CH3:1][N:2]([CH3:3])[CH2:4][CH2:5][OH:6].[CH:19]([OH:20])([CH3:21])[CH3:22]>>[CH3:1][N:2]([CH3:3])[CH2:4][CH2:5][O:6][C:7](=[O:8])[O:12][CH2:13][CH2:14][N:15]([CH3:16])[CH3:17]. The reactants are O=C([O-])[O-], CCN, CN(C)C=O, O=C(O)c1cccnc1Cl, Cl, [Cu]Br, [K+], [K+]. Yields the product CCNc1ncccc1C(=O)O. Reaction SMILES: [C:1](=[O:2])([O-:3])[O-:4].[CH2:18]([CH3:19])[NH2:20].[CH3:21][N:22]([CH3:23])[CH:24]=[O:25].[Cl:7][c:8]1[c:9]([C:10](=[O:11])[OH:12])[cH:13][cH:14][cH:15][n:16]1.[ClH:17].[Cu:26][Br:27].[K+:5].[K+:6]>>[c:8]1([NH:20][CH2:18][CH3:19])[c:9]([C:10](=[O:11])[OH:12])[cH:13][cH:14][cH:15][n:16]1. Reactants: O=C([O-])[O-], CN(C)C=O, BrC1CCC1, [Cs+], [Cs+], [Na+], [OH-], O=Cc1ccc(O)cc1. The product is O=Cc1ccc(OC2CCC2)cc1. As a reaction SMILES: [C:10](=[O:11])([O-:12])[O-:13].[CH3:23][N:24]([CH3:25])[CH:26]=[O:27].[CH:16]1([Br:20])[CH2:17][CH2:18][CH2:19]1.[Cs+:14].[Cs+:15].[Na+:22].[OH-:21].[OH:1][c:2]1[cH:3][cH:4][c:5]([CH:6]=[O:7])[cH:8][cH:9]1>>[O:1]([c:2]1[cH:3][cH:4][c:5]([CH:6]=[O:7])[cH:8][cH:9]1)[CH:16]1[CH2:17][CH2:18][CH2:19]1. Reactants: O=c1c2cccc([N+](=O)[O-])c2ccn1CC1CCOCC1, C1CCOC1, O, O, Cl[Sn]Cl. The product is Nc1cccc2c(=O)n(CC3CCOCC3)ccc12. Reaction SMILES: [N+:1]([O-:2])(=[O:3])[c:4]1[c:5]2[cH:6][cH:7][n:8]([CH2:15][CH:16]3[CH2:17][CH2:18][O:19][CH2:20][CH2:21]3)[c:9](=[O:14])[c:10]2[cH:11][cH:12][cH:13]1.[O:27]1[CH2:28][CH2:29][CH2:30][CH2:31]1.[OH2:22].[OH2:23].[Sn:24]([Cl:25])[Cl:26]>>[NH2:1][c:4]1[c:5]2[cH:6][cH:7][n:8]([CH2:15][CH:16]3[CH2:17][CH2:18][O:19][CH2:20][CH2:21]3)[c:9](=[O:14])[c:10]2[cH:11][cH:12][cH:13]1. Reactants: COC1(CCC(CC1)(C1=CC=C(C=C1)F)O)OC (4-hydroxy-4-(p-fluorophenyl)cyclohexanone dimethyl ketal), CI (methyl iodide), CI (methyl iodide), CN(C=O)C (dimethylformamide), [H-].[Na+] (sodium hydride). Run in C1=CC=CC=C1 (benzene). Run at time 1 hour. The product is OC1(CCC(CC1)=O)C1=CC=C(C=C1)F (4-hydroxy-4-(p-fluorophenyl)-cyclohexanone). Isolated yield 49.0%. Reaction SMILES: C[O:2][C:3]1(OC)[CH2:8][CH2:7][C:6]([OH:16])([C:9]2[CH:14]=[CH:13][C:12]([F:15])=[CH:11][CH:10]=2)[CH2:5][CH2:4]1.CN(C)C=O.[H-].[Na+].CI>C1C=CC=CC=1>[OH:16][C:6]1([C:9]2[CH:10]=[CH:11][C:12]([F:15])=[CH:13][CH:14]=2)[CH2:5][CH2:4][C:3](=[O:2])[CH2:8][CH2:7]1 |f:2.3|. Reported procedure: To a solution of 21.65 g. (0.085 mole) of 4-hydroxy-4-(p-fluorophenyl)cyclohexanone dimethyl ketal (prepared as in Example 25) in 80 ml. of dimethylformamide and 320 ml. of benzene, 3.56 g. of 57% sodium hydride is added. Following about 1 hour of stirring at room temperature, 35 ml. of methyl iodide is added and the mixture heated at reflux. After about 4 hours of heating an additional 10 ml. of methyl iodide is added. At the end of about 18 hours of heating, the suspension, after cooling, is w... Reactants: BrCCBr (1,2-dibromoethane), IC1CN(C1)C(=O)OCC1=CC=CC=C1 (benzyl 3-iodoazetidine-1-carboxylate), ClC=1C(=C(C(=C(C1)C(C)=O)OCC)I)C (1-(5-chloro-2-ethoxy-3-iodo-4-methylphenyl)ethanone), Cl[Si](C)(C)C (Chlorotrimethylsilane). Reagents/catalysts: [Zn] (Zinc), C=1C=CC(=CC1)/C=C/C(=O)/C=C/C2=CC=CC=C2.C=1C=CC(=CC1)/C=C/C(=O)/C=C/C2=CC=CC=C2.C=1C=CC(=CC1)/C=C/C(=O)/C=C/C2=CC=CC=C2.[Pd].[Pd] (tris(dibenzylideneacetone)dipalladium(0)), O1C(=CC=C1)P(C=1OC=CC1)C=1OC=CC1 (tri-(2-furyl)phosphine). Run in CN(C)C=O (DMF), CN(C)C=O (DMF), CN(C)C=O (DMF). Run at temperature 70 celsius, time 1 hour. The product is C(C)(=O)C=1C(=C(C(=C(C1)Cl)C)C1CN(C1)C(=O)OCC1=CC=CC=C1)OCC (Benzyl 3-(3-acetyl-5-chloro-2-ethoxy-6-methylphenyl)azetidine-1-carboxylate). The yield is 80.2%. RXN SMILES: BrCCBr.Cl[Si](C)(C)C.I[CH:11]1[CH2:14][N:13]([C:15]([O:17][CH2:18][C:19]2[CH:24]=[CH:23][CH:22]=[CH:21][CH:20]=2)=[O:16])[CH2:12]1.[Cl:25][C:26]1[C:27]([CH3:39])=[C:28](I)[C:29]([O:35][CH2:36][CH3:37])=[C:30]([C:32](=[O:34])[CH3:33])[CH:31]=1>CN(C=O)C.[Zn].C1C=CC(/C=C/C(/C=C/C2C=CC=CC=2)=O)=CC=1.C1C=CC(/C=C/C(/C=C/C2C=CC=CC=2)=O)=CC=1.C1C=CC(/C=C/C(/C=C/C2C=CC=CC=2)=O)=CC=1.[Pd].[Pd].O1C=CC=C1P(C1OC=CC=1)C1OC=CC=1>[C:32]([C:30]1[C:29]([O:35][CH2:36][CH3:37])=[C:28]([CH:11]2[CH2:14][N:13]([C:15]([O:17][CH2:18][C:19]3[CH:24]=[CH:23][CH:22]=[CH:21][CH:20]=3)=[O:16])[CH2:12]2)[C:27]([CH3:39])=[C:26]([Cl:25])[CH:31]=1)(=[O:34])[CH3:33] |f:6.7.8.9.10|. Procedure details: Zinc (0.967 g, 14.8 mmol) was suspended with 1,2-dibromoethane (0.085 mL, 0.98 mmol) in DMF (17 mL). The mixture was heated at 70° C. for 10 min and then cooled to room temperature. Chlorotrimethylsilane (0.13 mL, 0.98 mmol) was added dropwise and stirring was continued for 1 hour. A solution of benzyl 3-iodoazetidine-1-carboxylate (3.9 g, 12 mmol, from Pharmablock) in DMF (10 mL) was then added and the mixture was heated at 40° C. for 1 h before a mixture of 1-(5-chloro-2-ethoxy-3-iodo-4-methyl...